The task is: describe an organic reaction: reactants, conditions, products, and yield. This data is from the Open Reaction Database (ORD), a public repository of structured organic reaction records. Starting materials: CC1=CC=CC(=N1)C=O (6-methylpyridine-2-carboxaldehyde), NC1=CC=CC=C1 (aniline), P(OC1=CC=CC=C1)(OC1=CC=CC=C1)[O-] (diphenyl phosphite), O.O.O.O.O.O.O.O.[Cl-] (chloride octahydrate). Run at time 1 hour. Yields the product CC1=CC=CC(=N1)C(NC1=CC=CC=C1)P(OC1=CC=CC=C1)(OC1=CC=CC=C1)=O (diphenyl (6-methylpyridin-2-yl)(phenylamino)methylphosphonate). The yield is 92.4%. RXN SMILES: [CH3:1][C:2]1[N:7]=[C:6]([CH:8]=O)[CH:5]=[CH:4][CH:3]=1.[NH2:10][C:11]1[CH:16]=[CH:15][CH:14]=[CH:13][CH:12]=1.[P:17]([O-:32])([O:25][C:26]1[CH:31]=[CH:30][CH:29]=[CH:28][CH:27]=1)[O:18][C:19]1[CH:24]=[CH:23][CH:22]=[CH:21][CH:20]=1.O.O.O.O.O.O.O.O.[Cl-]>>[CH3:1][C:2]1[N:7]=[C:6]([CH:8]([P:17](=[O:32])([O:25][C:26]2[CH:31]=[CH:30][CH:29]=[CH:28][CH:27]=2)[O:18][C:19]2[CH:20]=[CH:21][CH:22]=[CH:23][CH:24]=2)[NH:10][C:11]2[CH:16]=[CH:15][CH:14]=[CH:13][CH:12]=2)[CH:5]=[CH:4][CH:3]=1 |f:3.4.5.6.7.8.9.10.11|. Procedure details: A mixture of 6-methylpyridine-2-carboxaldehyde (2.12 g, 17.50 mmol), aniline (1.63 g, 17.50 mmol), diphenyl phosphite (4.92 g, 21.00 mmol), and zirconyl chloride octahydrate (0.56 g, 1.75 mmol) was stirred at room temperature 1 h. The reaction mixture was extracted with CH2Cl2 (3×50 mL), and the CH2Cl2 solution was washed with water (2×20 mL), dried over anhydrous Na2SO4, filtered, and evaporated to dryness under reduced pressure. The residue was purified by MPLC on silica gel using a mixture of...